This data is from the Open Reaction Database (ORD), a public repository of structured organic reaction records. The task is: describe an organic reaction: reactants, conditions, products, and yield The reactants are NC=1C(=NC(=C(N1)N)Cl)C(=O)NCCNC (3,5-diamino-6-chloro-N-(2-methylaminoethyl)pyrazine-2-carboxamide), BrCCC(=O)OC (methyl 3-bromopropionate), C([O-])([O-])=O.[K+].[K+] (potassium carbonate), O (Water). The solvent is CN(C)C=O (DMF). The product is COC(CCN(C)CCNC(=O)C1=NC(=C(N=C1N)N)Cl)=O (N-[2-[[(3,5-diamino-6-chloropyrazinyl)carbonyl]amino]ethyl]-N-methyl-beta-alanine methyl ester). Isolated yield 63.4%. Reaction SMILES: [NH2:1][C:2]1[C:3]([C:10]([NH:12][CH2:13][CH2:14][NH:15][CH3:16])=[O:11])=[N:4][C:5]([Cl:9])=[C:6]([NH2:8])[N:7]=1.Br[CH2:18][CH2:19][C:20]([O:22][CH3:23])=[O:21].C(=O)([O-])[O-].[K+].[K+].O>CN(C=O)C>[CH3:23][O:22][C:20](=[O:21])[CH2:19][CH2:18][N:15]([CH2:14][CH2:13][NH:12][C:10]([C:3]1[C:2]([NH2:1])=[N:7][C:6]([NH2:8])=[C:5]([Cl:9])[N:4]=1)=[O:11])[CH3:16] |f:2.3.4|. Procedure: A mixture of 2.44 g (10.0 mmol) of 3,5-diamino-6-chloro-N-(2-methylaminoethyl)pyrazine-2-carboxamide, 1.67 g (10.0 mmol) of methyl 3-bromopropionate and 1.38 g (10.0 mmol) of potassium carbonate was stirred in 20 ml of DMF for 18 hours at ambient temperature. Water (100 ml) was added and the solid was filtered and air dried. Crystallization from ethanol provided 2.1 g (6.34 mmol, 63%) of N-[2-[[(3,5-diamino-6-chloropyrazinyl)carbonyl]amino]ethyl]-N-methyl-beta-alanine methyl ester as white cryst... Reactants: O=Cc1ccccc1, OCC(O)CO, Cc1ccc(S(=O)(=O)O)cc1. Product: OC1COC(c2ccccc2)OC1. Reaction SMILES: [CH:1](=[O:2])[c:3]1[cH:4][cH:5][cH:6][cH:7][cH:8]1.[OH:20][CH2:21][CH:22]([OH:23])[CH2:24][OH:25].[c:9]1([CH3:10])[cH:11][cH:12][c:13]([S:14]([OH:15])(=[O:16])=[O:17])[cH:18][cH:19]1>>[CH:1]1([c:3]2[cH:4][cH:5][cH:6][cH:7][cH:8]2)[O:2][CH2:24][CH:22]([OH:23])[CH2:21][O:20]1. Reactants: ClC1=NOC2=C1C=CC=C2 (3-chloro-1,2-benzisoxazole), NCCCCO (4-amino-1-butanol). Reagents/catalysts: [I-].[K+] (potassium iodide). Run in C(Cl)Cl (CH2Cl2). Run at temperature 80 celsius, time 4 day. Yields the product O1N=C(C2=C1C=CC=C2)NCCCCO (4-(1,2-benzisoxazol-3-ylamino)-1-butanol). Isolated yield 93.3%. RXN SMILES: Cl[C:2]1[C:6]2[CH:7]=[CH:8][CH:9]=[CH:10][C:5]=2[O:4][N:3]=1.[NH2:11][CH2:12][CH2:13][CH2:14][CH2:15][OH:16]>C(Cl)Cl.[I-].[K+]>[O:4]1[C:5]2[CH:10]=[CH:9][CH:8]=[CH:7][C:6]=2[C:2]([NH:11][CH2:12][CH2:13][CH2:14][CH2:15][OH:16])=[N:3]1 |f:3.4|. Procedure: A mixture of 3-chloro-1,2-benzisoxazole (0.08 mol), 4-amino-1-butanol (0.24 mol) and potassium iodide (1 g) was stirred for 4 days at 80° C. The reaction mixture was cooled, dissolved in CH2Cl2 and purified by column chromatography over silica gel (eluent: CH2Cl2/CH3OH 95/5). The pure fractions were collected and the solvent was evaporated, yielding 15.4 g (93%)of 4-(1,2-benzisoxazol-3-ylamino)-1-butanol (interm. 7). b) SOCl2 (0.048 mol) was cooled to 0° C. A solution of intermediate 7 (0.048 mo... Starting materials: BrCC(=O)C1=C(C=CC=C1)C(F)(F)F (2-bromo-1-(2-trifluoromethyl-phenyl)-ethanone), COC(CCCCC(N)=O)=O (5-carbamoyl-pentanoic acid methyl ester). The solvent is O (water). Yields the product COC(CCCCC=1OC=C(N1)C1=C(C=CC=C1)C(F)(F)F)=O (5-[4-(2-trifluoromethyl-phenyl)-oxazol-2-yl]-pentanoic acid methyl ester). Reaction SMILES: Br[CH2:2][C:3]([C:5]1[CH:10]=[CH:9][CH:8]=[CH:7][C:6]=1[C:11]([F:14])([F:13])[F:12])=O.[CH3:15][O:16][C:17](=[O:25])[CH2:18][CH2:19][CH2:20][CH2:21][C:22](=[O:24])[NH2:23]>O>[CH3:15][O:16][C:17](=[O:25])[CH2:18][CH2:19][CH2:20][CH2:21][C:22]1[O:24][CH:2]=[C:3]([C:5]2[CH:10]=[CH:9][CH:8]=[CH:7][C:6]=2[C:11]([F:14])([F:13])[F:12])[N:23]=1. Procedure: Combine 2-bromo-1-(2-trifluoromethyl-phenyl)-ethanone (6.6 g, 24.7 mmol) with 5-carbamoyl-pentanoic acid methyl ester (7.8 g, 49 mmol) and heat the neat mixture in a sealed vessel at 140-150° C. for about 4.5 hours. Cool the mixture, dilute with water, and extract with EtOAc. Dry the combined extracts over Na2SO4 and concentrate. Chromatography over silica gel (CH2Cl2) allows for recovery of 5-[4-(2-trifluoromethyl-phenyl)-oxazol-2-yl]-pentanoic acid methyl ester (3.47 g, 43%). MS (ES): (M+1)+ 3... The reactants are O=C(O)C(Br)c1ccccc1, CC#N, Nc1ccc(Cl)cc1. The product is O=C(O)C(Nc1ccc(Cl)cc1)c1ccccc1. Reaction SMILES: [Br:1][CH:2]([C:3](=[O:4])[OH:5])[c:6]1[cH:7][cH:8][cH:9][cH:10][cH:11]1.[CH3:20][C:21]#[N:22].[Cl:12][c:13]1[cH:14][cH:15][c:16]([NH2:19])[cH:17][cH:18]1>>[CH:2]([C:3](=[O:4])[OH:5])([c:6]1[cH:7][cH:8][cH:9][cH:10][cH:11]1)[NH:19][c:16]1[cH:15][cH:14][c:13]([Cl:12])[cH:18][cH:17]1. Starting materials: C(C)(C)C=1C=C(C=C(C1O)C(C)C)C1SCC(N1CCCO)=O (2-(3,5-diisopropyl-4-hydroxyphenyl)-3-(3-hydroxypropyl)-1,3-thiazolidin-4-one), S(=O)(Cl)Cl (thionyl chloride). Solvent: ClCCl (dichloromethane). The product is C(C)(C)C=1C=C(C=C(C1O)C(C)C)C1SCC(N1CCCCl)=O (2-(3,5-Diisopropyl-4-hydroxyphenyl)-3-(3-chloropropyl)-1,3-thiazolidin-4-one). Isolated yield 60.2%. RXN SMILES: [CH:1]([C:4]1[CH:5]=[C:6]([CH:14]2[N:18]([CH2:19][CH2:20][CH2:21]O)[C:17](=[O:23])[CH2:16][S:15]2)[CH:7]=[C:8]([CH:11]([CH3:13])[CH3:12])[C:9]=1[OH:10])([CH3:3])[CH3:2].S(Cl)([Cl:26])=O>ClCCl>[CH:1]([C:4]1[CH:5]=[C:6]([CH:14]2[N:18]([CH2:19][CH2:20][CH2:21][Cl:26])[C:17](=[O:23])[CH2:16][S:15]2)[CH:7]=[C:8]([CH:11]([CH3:13])[CH3:12])[C:9]=1[OH:10])([CH3:3])[CH3:2]. Procedure: To a dichloromethane (50 ml) solution of the 2-(3,5-diisopropyl-4-hydroxyphenyl)-3-(3-hydroxypropyl)-1,3-thiazolidin-4-one (1.97 g) obtained in Reference Example 1 was added thionyl chloride (1.04 g) under a nitrogen atmosphere, then the mixture was refluxed for 1 hour. The solvent was evaporated under reduced pressure, and to the residue were added brine and chloroform. The organic layer was separated and dried over anhydrous sodium sulfate, and the solvent was evaporated under reduced pressure...